describe an organic reaction: reactants, conditions, products, and yield From a dataset of the Open Reaction Database (ORD), a public repository of structured organic reaction records. Starting materials: O=C(CCN1C(CCC1)=O)C1COCCC1=O (1-(3-oxo-3-(4-oxotetrahydro-2H-pyran-3-yl)propyl)pyrrolidin-2-one), COC=1C=C(C=CC1N1C=NC(=C1)C)NC(=N)N (1-(3-methoxy-4-(4-methyl-1H-imidazol-1-yl)phenyl)guanidine), C([O-])([O-])=O.[K+].[K+] (potassium carbonate). Solvent: CCO (EtOH). Product: COC=1C=C(C=CC1N1C=NC(=C1)C)NC=1N=C(C2=C(N1)CCOC2)CCN2C(CCC2)=O (1-(2-(2-(3-Methoxy-4-(4-methyl-1H-imidazol-1-yl)phenylamino)-7,8-dihydro-5H-pyrano[4,3-d]pyrimidin-4-yl)ethyl)pyrrolidin-2-one). RXN SMILES: O=[C:2]([CH:11]1[C:16](=O)[CH2:15][CH2:14][O:13][CH2:12]1)[CH2:3][CH2:4][N:5]1[CH2:9][CH2:8][CH2:7][C:6]1=[O:10].[CH3:18][O:19][C:20]1[CH:21]=[C:22]([NH:32][C:33]([NH2:35])=[NH:34])[CH:23]=[CH:24][C:25]=1[N:26]1[CH:30]=[C:29]([CH3:31])[N:28]=[CH:27]1.C(=O)([O-])[O-].[K+].[K+]>CCO>[CH3:18][O:19][C:20]1[CH:21]=[C:22]([NH:32][C:33]2[N:35]=[C:2]([CH2:3][CH2:4][N:5]3[CH2:9][CH2:8][CH2:7][C:6]3=[O:10])[C:11]3[CH2:12][O:13][CH2:14][CH2:15][C:16]=3[N:34]=2)[CH:23]=[CH:24][C:25]=1[N:26]1[CH:30]=[C:29]([CH3:31])[N:28]=[CH:27]1 |f:2.3.4|. Procedure: 1-(3-oxo-3-(4-oxotetrahydro-2H-pyran-3-yl)propyl)pyrrolidin-2-one (202 mg, 0.84 mmol), 1-(3-methoxy-4-(4-methyl-1H-imidazol-1-yl)phenyl)guanidine (1 equiv.) and potassium carbonate (2 equiv.) were heated to 50° C. over night in EtOH (5 mL). The crude product was extracted into DCM and solvent was evaporated. The crude product was purified by flash chromatogaphy (0-100% EtOAc in heptanes) followed by prepHPLC to afford the titled compound. The reactants are ClCCl, CO, Nc1cccnc1Cl, Nc1ccc(Cl)cc1C(=O)c1ccccc1Cl, c1ccccc1. Product: Nc1cccnc1Nc1ccc(Cl)cc1C(=O)c1ccccc1Cl. RXN SMILES: [CH2:34]([Cl:35])[Cl:36].[CH3:32][OH:33].[NH2:1][c:2]1[c:3]([Cl:8])[n:4][cH:5][cH:6][cH:7]1.[NH2:9][c:10]1[c:11]([C:12](=[O:13])[c:14]2[c:15]([Cl:20])[cH:16][cH:17][cH:18][cH:19]2)[cH:21][c:22]([Cl:25])[cH:23][cH:24]1.[cH:26]1[cH:27][cH:28][cH:29][cH:30][cH:31]1>>[NH2:1][c:2]1[c:3]([NH:9][c:10]2[c:11]([C:12](=[O:13])[c:14]3[c:15]([Cl:20])[cH:16][cH:17][cH:18][cH:19]3)[cH:21][c:22]([Cl:25])[cH:23][cH:24]2)[n:4][cH:5][cH:6][cH:7]1. Product: ClCCCCOc1ccc(C2(CNc3ccccn3)CCOCC2)cc1. Starting materials: ClCCCCBr, O=C([O-])[O-], [K+], [K+], CN(C)C=O, Oc1ccc(C2(CNc3ccccn3)CCOCC2)cc1. Reaction SMILES: [Br:22][CH2:23][CH2:24][CH2:25][CH2:26][Cl:27].[C:28](=[O:29])([O-:30])[O-:31].[K+:32].[K+:33].[O:34]=[CH:35][N:36]([CH3:37])[CH3:38].[n:1]1[c:2]([NH:7][CH2:8][C:9]2([c:15]3[cH:16][cH:17][c:18]([OH:21])[cH:19][cH:20]3)[CH2:10][CH2:11][O:12][CH2:13][CH2:14]2)[cH:3][cH:4][cH:5][cH:6]1>>[n:1]1[c:2]([NH:7][CH2:8][C:9]2([c:15]3[cH:16][cH:17][c:18]([O:21][CH2:23][CH2:24][CH2:25][CH2:26][Cl:27])[cH:19][cH:20]3)[CH2:10][CH2:11][O:12][CH2:13][CH2:14]2)[cH:3][cH:4][cH:5][cH:6]1. The reactants are C(C1=CC=CC=C1)OC=1C(C=C(NC1)CO)=O (5-Benzyloxy-2-hydroxymethyl-1H-pyridin-4-one), [OH-].[Na+] (sodium hydroxide), C([O-])([O-])=O.[K+].[K+] (potassium carbonate), BrCCBr (1,2-dibromoethane). Reagents/catalysts: [Pd] (palladium on charcoal). The solvent is O (water), CN(C=O)C (N,N-dimethylformamide). Reaction conditions: temperature 85 celsius. The product is O1CCOC=2C=NC(=CC21)CO ((2,3-Dihydro-[1,4]dioxino[2,3-c]pyridin-7-yl)-methanol). RXN SMILES: [CH2:1]([O:8][C:9]1[C:10](=[O:17])[CH:11]=[C:12]([CH2:15][OH:16])[NH:13][CH:14]=1)[C:2]1C=CC=CC=1.[OH-].[Na+].C(=O)([O-])[O-].[K+].[K+].BrCCBr>O.[Pd].CN(C)C=O>[O:17]1[C:10]2[CH:11]=[C:12]([CH2:15][OH:16])[N:13]=[CH:14][C:9]=2[O:8][CH2:1][CH2:2]1 |f:1.2,3.4.5|. Procedure details: A solution of (a) (2 g, 8.7 mmol) in water (220 ml) containing sodium hydroxide (17 mmol) was hydrogenated over 10% palladium on charcoal (1g) for 4 hours. The mixture was filtered and evaporated to give a white solid. This solid was dissolved in N,N-dimethylformamide (8 ml) then treated with potassium carbonate (2.9 g) and 1,2-dibromoethane (0.6 ml, 7 mmol). The mixture was heated at 85° C. overnight. The cooled mixture was evaporated onto silica and chromatographed eluting with 10–30% methanol... Reactants: N=C(O)c1ccc(Br)cc1, CCO, Cl, N. The product is N=C(N)c1ccc(Br)cc1, Cl. As a reaction SMILES: [Br:2][c:3]1[cH:4][cH:5][c:6]([C:7]([OH:8])=[NH:9])[cH:10][cH:11]1.[CH3:13][CH2:14][OH:15].[ClH:1].[NH3:12]>>[Br:2][c:3]1[cH:4][cH:5][c:6]([C:7](=[NH:9])[NH2:12])[cH:10][cH:11]1.[ClH:1]. Starting materials: COC=1C=C(C=CC1[N+](=O)[O-])N1CCC(CC1)=O (1-[3-(methyloxy)-4-nitrophenyl]-4-piperidinone), Cl.F[C@H]1CNCC1 ((R)-(−)-3-fluoropyrrolidine hydrochloride), FC1(CN(CCC1)C1CCN(CC1)C1=CC(=C(C=C1)[N+](=O)[O-])OC)F (3,3-difluoro-1′-[3-(methyloxy)-4-nitrophenyl]-1,4′-bipiperidine). Yields the product F[C@H]1CN(CC1)C1CCN(CC1)C1=CC(=C(C=C1)[N+](=O)[O-])OC (4-[(3R)-3-fluoro-1-pyrrolidinyl]-1-[3-(methyloxy)-4-nitrophenyl]piperidine). Isolated yield 100.0%. Reaction SMILES: COC1C=C(N2CCC(=O)CC2)C=CC=1[N+]([O-])=O.Cl.F[C@@H]1CCNC1.[F:26][C:27]1(F)[CH2:32]C[CH2:30][N:29]([CH:33]2[CH2:38][CH2:37][N:36]([C:39]3[CH:44]=[CH:43][C:42]([N+:45]([O-:47])=[O:46])=[C:41]([O:48][CH3:49])[CH:40]=3)[CH2:35][CH2:34]2)[CH2:28]1>>[F:26][C@@H:27]1[CH2:32][CH2:30][N:29]([CH:33]2[CH2:38][CH2:37][N:36]([C:39]3[CH:44]=[CH:43][C:42]([N+:45]([O-:47])=[O:46])=[C:41]([O:48][CH3:49])[CH:40]=3)[CH2:35][CH2:34]2)[CH2:28]1 |f:1.2|. Reported procedure: 1-[3-(methyloxy)-4-nitrophenyl]-4-piperidinone (1.0 g, 4.0 mmol) and commercially available (R)-(−)-3-fluoropyrrolidine hydrochloride were subjected to a reductive amination analogous to the procedure for 3,3-difluoro-1′-[3-(methyloxy)-4-nitrophenyl]-1,4′-bipiperidine (Intermediate B41) to give 4-[(3R)-3-fluoro-1-pyrrolidinyl]-1-[3-(methyloxy)-4-nitrophenyl]piperidine (1.3 g, 100% yield). 1H NMR (400 MHz, d6-DMSO) δ 7.84 (d, J=9.6 Hz, 1H), 6.56 (dd, J=9.6 and 2.0 Hz, 1H), 6.47 (d, J=2.0 Hz, 1H),... The reactants are C1CCOC1, CON(C)C(=O)c1ncccc1CSc1cccc(Cl)c1, CN1CCC(Cl)CC1, N#N. The product is CN1CCC(C(=O)c2ncccc2CSc2cccc(Cl)c2)CC1. Reaction SMILES: [CH2:32]1[O:33][CH2:34][CH2:35][CH2:36]1.[Cl:11][c:12]1[cH:13][c:14]([S:18][CH2:19][c:20]2[c:21]([C:26](=[O:27])[N:28]([O:29][CH3:30])[CH3:31])[n:22][cH:23][cH:24][cH:25]2)[cH:15][cH:16][cH:17]1.[Cl:3][CH:4]1[CH2:5][CH2:6][N:7]([CH3:10])[CH2:8][CH2:9]1.[N:1]#[N:2]>>[CH:4]1([C:26]([c:21]2[c:20]([CH2:19][S:18][c:14]3[cH:13][c:12]([Cl:11])[cH:17][cH:16][cH:15]3)[cH:25][cH:24][cH:23][n:22]2)=[O:27])[CH2:5][CH2:6][N:7]([CH3:10])[CH2:8][CH2:9]1.